From a dataset of the Open Reaction Database (ORD), a public repository of structured organic reaction records. describe an organic reaction: reactants, conditions, products, and yield Reactants: C1CCOC1, CNc1ccc(Oc2ccnc(C(=O)O)c2)cc1[N+](=O)[O-], CC1(C)NCCO1, CCOC(C)=O, CCN(C(C)C)C(C)C. The product is CNc1ccc(Oc2ccnc(C(=O)NCCO)c2)cc1[N+](=O)[O-]. As a reaction SMILES: [CH2:38]1[O:39][CH2:40][CH2:41][CH2:42]1.[CH3:1][NH:2][c:3]1[c:4]([N+:19](=[O:20])[O-:21])[cH:5][c:6]([O:7][c:8]2[cH:9][c:10]([C:14](=[O:15])[OH:16])[n:11][cH:12][cH:13]2)[cH:17][cH:18]1.[CH3:31][C:32]1([CH3:37])[O:33][CH2:34][CH2:35][NH:36]1.[CH3:43][CH2:44][O:45][C:46](=[O:47])[CH3:48].[CH:22]([N:23]([CH:24]([CH3:25])[CH3:26])[CH2:27][CH3:28])([CH3:29])[CH3:30]>>[CH3:1][NH:2][c:3]1[c:4]([N+:19](=[O:20])[O-:21])[cH:5][c:6]([O:7][c:8]2[cH:9][c:10]([C:14](=[O:16])[NH:36][CH2:35][CH2:34][OH:33])[n:11][cH:12][cH:13]2)[cH:17][cH:18]1. Starting materials: C(C1=CC=CC=C1)C1=C(C=C2C=C([C@@H](OC2=C1)C(F)(F)F)C(=O)O)Cl ((2R)-7-benzyl-6-chloro-2-(trifluoromethyl)-2H-chromene-3-carboxylic acid), C[C@H](C1=CC=CC=C1)N ((R)-(+)-α-methylbenzylamine). Run in C(C)(=O)OCC.CCCCCC (Ethyl Acetate Hexane). Yields the product C1(=CC=CC=C1)[C@@H](C)N.C(C1=CC=CC=C1)C1=C(C=C2C=C([C@@H](OC2=C1)C(F)(F)F)C(=O)O)Cl ((2R)-7-benzyl-6-chloro-2-(trifluoromethyl)-2H-chromene-3-carboxylic acid compound with (1R)-1-phenylethanamine). Reaction SMILES: [CH2:1]([C:8]1[CH:17]=[C:16]2[C:11]([CH:12]=[C:13]([C:22]([OH:24])=[O:23])[C@H:14]([C:18]([F:21])([F:20])[F:19])[O:15]2)=[CH:10][C:9]=1[Cl:25])[C:2]1[CH:7]=[CH:6][CH:5]=[CH:4][CH:3]=1.[CH3:26][C@@H:27]([NH2:34])[C:28]1[CH:33]=[CH:32][CH:31]=[CH:30][CH:29]=1>C(OCC)(=O)C.CCCCCC>[C:28]1([C@H:27]([NH2:34])[CH3:26])[CH:33]=[CH:32][CH:31]=[CH:30][CH:29]=1.[CH2:1]([C:8]1[CH:17]=[C:16]2[C:11]([CH:12]=[C:13]([C:22]([OH:24])=[O:23])[C@H:14]([C:18]([F:20])([F:21])[F:19])[O:15]2)=[CH:10][C:9]=1[Cl:25])[C:2]1[CH:3]=[CH:4][CH:5]=[CH:6][CH:7]=1 |f:2.3,4.5|. Procedure: (2R)-7-benzyl-6-chloro-2-(trifluoromethyl)-2H-chromene-3-carboxylic acid from Example 91 (50 mg, 0.135 mmole) was dissolved into 1% Ethyl Acetate/Hexane (2 mL). (R)-(+)-α-methylbenzylamine (0.017 mL, 0.135 mmole) was added and the solution was allowed to stand at room temperature for 1 week until crystals appeared. Absolute configuration was determined by small molecule x-ray diffraction. Solvent: C(Cl)Cl (CH2Cl2), C1CCOC1 (THF), C(C)(=O)OCC (ethyl acetate). Starting materials: C1(NCC2CCCCC12)C(=O)N[C@@H](CC1=CC=C(C=C1)NC(C1=C(C=NC=C1Cl)Cl)=O)C(=O)OC (N-(Octahydroisoindole-1-carbonyl)-4-(N-(3,5-dichloroisonicotinoyl)amino)-(L)-phenylalanine, methyl ester), CCCCCC (hexane), C1(=CC(=CC=C1)S(=O)(=O)Cl)C (m-toluenesulfonyl chloride), CCN(C(C)C)C(C)C (DIPEA). Procedure: N-(Octahydroisoindole-1-carbonyl)-4-(N-(3,5-dichloroisonicotinoyl)amino)-(L)-phenylalanine, methyl ester (30 mg) was dissolved in 0.15 each of CH2Cl2 and THF. To this was added m-toluenesulfonyl chloride (0.051 mmol, 9.7 mg), followed by DIPEA (0.153 mmol, 20 mg) and 4-DMAP (0.01 mmol, 1.24 mg). This mixture was stirred at rt overnight when TLC (1:2 hexane:ethyl acetate) indicated the disappearance of all starting material. The volatiles were removed in vacuo and the residue was purified by flas... As a reaction SMILES: [CH:1]1([C:10]([NH:12][C@H:13]([C:32]([O:34][CH3:35])=[O:33])[CH2:14][C:15]2[CH:20]=[CH:19][C:18]([NH:21][C:22](=[O:31])[C:23]3[C:28]([Cl:29])=[CH:27][N:26]=[CH:25][C:24]=3[Cl:30])=[CH:17][CH:16]=2)=[O:11])[CH:9]2[CH:4]([CH2:5][CH2:6][CH2:7][CH2:8]2)[CH2:3][NH:2]1.[C:36]1([CH3:46])[CH:41]=[CH:40][CH:39]=[C:38]([S:42](Cl)(=[O:44])=[O:43])[CH:37]=1.CCN(C(C)C)C(C)C.CCCCCC>C(Cl)Cl.C1COCC1.CN(C1C=CN=CC=1)C.C(OCC)(=O)C>[CH3:46][C:36]1[CH:37]=[C:38]([S:42]([N:2]2[CH2:3][CH:4]3[CH:9]([CH2:8][CH2:7][CH2:6][CH2:5]3)[CH:1]2[C:10]([NH:12][C@H:13]([C:32]([O:34][CH3:35])=[O:33])[CH2:14][C:15]2[CH:20]=[CH:19][C:18]([NH:21][C:22](=[O:31])[C:23]3[C:28]([Cl:29])=[CH:27][N:26]=[CH:25][C:24]=3[Cl:30])=[CH:17][CH:16]=2)=[O:11])(=[O:44])=[O:43])[CH:39]=[CH:40][CH:41]=1. Reagents/catalysts: CN(C)C=1C=CN=CC1 (4-DMAP). Yields the product CC=1C=C(C=CC1)S(=O)(=O)N1C(C2CCCCC2C1)C(=O)N[C@@H](CC1=CC=C(C=C1)NC(C1=C(C=NC=C1Cl)Cl)=O)C(=O)OC (N-(N-(3-methylbenzenesulfonyl)-octahydroisoindole-1-carbonyl)-4-(N-(3,5-dichloroisonicotinoyl)amino)-(L)-phenylalanine, methyl ester). Isolated yield 101.9%.